From a dataset of the Open Reaction Database (ORD), a public repository of structured organic reaction records. describe an organic reaction: reactants, conditions, products, and yield Reactants: C(#N)[BH3-].[Na+] (sodium cyanoborohydride), N1N=CCC1C(=O)OC(C)(C)C (1,1-dimethylethyl 4,5-dihydro-1H-pyrazole-5-carboxylate), C1=CC=C(C=C1)COC(=O)Cl (Cbz-Cl). Run in C(C)(=O)O (acetic acid). Reaction conditions: time 2 hour. Product: N1(NC(CC1)C(=O)OC(C)(C)C)C(=O)OCC1=CC=CC=C1 (3-(1,1-dimethylethyl) 1-(phenylmethyl) 1,3-pyrazolidinedicarboxylate). Isolated yield 62.2%. Reaction SMILES: [NH:1]1[CH:5]([C:6]([O:8][C:9]([CH3:12])([CH3:11])[CH3:10])=[O:7])[CH2:4][CH:3]=[N:2]1.C([BH3-])#N.[Na+].[CH:17]1[CH:22]=[CH:21][C:20]([CH2:23][O:24][C:25](Cl)=[O:26])=[CH:19][CH:18]=1>C(O)(=O)C>[N:2]1([C:25]([O:24][CH2:23][C:20]2[CH:21]=[CH:22][CH:17]=[CH:18][CH:19]=2)=[O:26])[CH2:3][CH2:4][CH:5]([C:6]([O:8][C:9]([CH3:12])([CH3:11])[CH3:10])=[O:7])[NH:1]1 |f:1.2|. Reported procedure: To a solution of 1,1-dimethylethyl 4,5-dihydro-1H-pyrazole-5-carboxylate (5 g, 29.4 mmol) dissolved in acetic acid (75 mL) was added sodium cyanoborohydride (3.69 g, 58.8 mmol) over 10 minutes. After 30 min. the reaction mixture was concentrated. The intermediate was diluted with ethyl acetate and basified with sat. Na2CO3. The ethyl acetate was dried over sodium sulfate, filtered, and concentrated. The intermediate was diluted with tetrahydrofuran (THF) (75 mL), and triethylamine was added (8.1... Starting materials: O=C(O)C1CCCC1, Cl, CC(C)C(N)C(=O)N1CCC(c2ccc(F)cc2)C(C)(C)C1. Yields the product CC(C)C(NC(=O)C1CCCC1)C(=O)N1CCC(c2ccc(F)cc2)C(C)(C)C1. As a reaction SMILES: [CH:24]1([C:29](=[O:30])[OH:31])[CH2:25][CH2:26][CH2:27][CH2:28]1.[ClH:23].[NH2:1][CH:2]([C:3](=[O:4])[N:5]1[CH2:6][C:7]([CH3:18])([CH3:19])[CH:8]([c:11]2[cH:12][cH:13][c:14]([F:17])[cH:15][cH:16]2)[CH2:9][CH2:10]1)[CH:20]([CH3:21])[CH3:22]>>[NH:1]([CH:2]([C:3](=[O:4])[N:5]1[CH2:6][C:7]([CH3:18])([CH3:19])[CH:8]([c:11]2[cH:12][cH:13][c:14]([F:17])[cH:15][cH:16]2)[CH2:9][CH2:10]1)[CH:20]([CH3:21])[CH3:22])[C:29]([CH:24]1[CH2:25][CH2:26][CH2:27][CH2:28]1)=[O:30].